From a dataset of the Open Reaction Database (ORD), a public repository of structured organic reaction records. describe an organic reaction: reactants, conditions, products, and yield Reactants: C(#N)C1=C(C=CC=C1)[C@@H](C)OC(NC=1C(=NOC1C1=CC=C(C=C1)Br)C)=O ([5-(4-bromo-phenyl)-3-methyl-isoxazol-4-yl]-carbamic acid (R)-1-(2-cyano-phenyl)-ethyl ester), C(C)OC(=O)C1(CC1)C1=CC=C(C=C1)B1OC(C(O1)(C)C)(C)C (1-[4-(4,4,5,5-tetramethyl-[1,3,2]dioxaborolan-2-yl)-phenyl]-cyclopropanecarboxylic acid ethyl ester). The product is C(C)OC(=O)C1(CC1)C1=CC=C(C=C1)C1=CC=C(C=C1)C1=C(C(=NO1)C)NC(=O)O[C@H](C)C1=C(C=CC=C1)C#N (1-(4′-{4-[(R)-1-(2-Cyano-phenyl)-ethoxycarbonylamino]-3-methyl-isoxazol-5-yl}-biphenyl-4-yl)-cyclopropanecarboxylic acid ethyl ester). As a reaction SMILES: [C:1]([C:3]1[CH:8]=[CH:7][CH:6]=[CH:5][C:4]=1[C@H:9]([O:11][C:12](=[O:27])[NH:13][C:14]1[C:15]([CH3:26])=[N:16][O:17][C:18]=1[C:19]1[CH:24]=[CH:23][C:22](Br)=[CH:21][CH:20]=1)[CH3:10])#[N:2].[CH2:28]([O:30][C:31]([C:33]1([C:36]2[CH:41]=[CH:40][C:39](B3OC(C)(C)C(C)(C)O3)=[CH:38][CH:37]=2)[CH2:35][CH2:34]1)=[O:32])[CH3:29]>>[CH2:28]([O:30][C:31]([C:33]1([C:36]2[CH:41]=[CH:40][C:39]([C:22]3[CH:23]=[CH:24][C:19]([C:18]4[O:17][N:16]=[C:15]([CH3:26])[C:14]=4[NH:13][C:12]([O:11][C@@H:9]([C:4]4[CH:5]=[CH:6][CH:7]=[CH:8][C:3]=4[C:1]#[N:2])[CH3:10])=[O:27])=[CH:20][CH:21]=3)=[CH:38][CH:37]=2)[CH2:34][CH2:35]1)=[O:32])[CH3:29]. Reported procedure: Prepared according to the procedure described in Example 6, Step 3 using [5-(4-bromo-phenyl)-3-methyl-isoxazol-4-yl]-carbamic acid (R)-1-(2-cyano-phenyl)-ethyl ester and 1-[4-(4,4,5,5-tetramethyl-[1,3,2]dioxaborolan-2-yl)-phenyl]-cyclopropanecarboxylic acid ethyl ester. Starting materials: COC=1C=C2C(=CC1)N(C1=C2CCN2C(CCC=C12)=O)C (9-methoxy-12-methyl-2,3,4,6,7,1 2-hexahydroindolo[2,3-a]quinolizin-4-one), [H][H] (hydrogen), sodium bicarbonate leadsto9-methoxy-12-methyl-1,2,3,4,6,7,12,12b-octahydroindolo[2,3a]quinolizin-4-one. The reagents and catalysts are [Pd] (palladium-on-charcoal). Yields the product COC=1C=C2C(=CC1)N(C1=C2CCN2C(CCCC12)=O)C (9-methoxy-12-methyl-1,2,3,4,6,7,12, 12b-octahydroindolo[2,3-a]quinolizin4-one). RXN SMILES: [CH3:1][O:2][C:3]1[CH:4]=[C:5]2[C:11]3[CH2:12][CH2:13][N:14]4[C:19]([C:10]=3[N:9]([CH3:21])[C:6]2=[CH:7][CH:8]=1)=[CH:18][CH2:17][CH2:16][C:15]4=[O:20].[H][H]>[Pd]>[CH3:1][O:2][C:3]1[CH:4]=[C:5]2[C:11]3[CH2:12][CH2:13][N:14]4[CH:19]([C:10]=3[N:9]([CH3:21])[C:6]2=[CH:7][CH:8]=1)[CH2:18][CH2:17][CH2:16][C:15]4=[O:20]. Reported procedure: Hydrogenation of 9-methoxy-12-methyl-2,3,4,6,7,1 2-hexahydroindolo[2,3-a]quinolizin-4-one with hydrogen in the presence of palladium-on-charcoal and sodium bicarbonate leadsto9-methoxy-12-methyl-1,2,3,4,6,7,12,12b-octahydroindolo[2,3a]quinolizin-4-one Reactants: O=c1cc(CO)occ1OCCCCCBr, O=C([O-])[O-], [Cs+], [Cs+], Oc1ccnc2c(C(F)(F)F)cccc12, CN(C)C=O, O. The product is O=c1cc(CO)occ1OCCCCCOc1ccnc2c(C(F)(F)F)cccc12. As a reaction SMILES: [Br:22][CH2:23][CH2:24][CH2:25][CH2:26][CH2:27][O:28][c:29]1[c:30](=[O:37])[cH:31][c:32]([CH2:35][OH:36])[o:33][cH:34]1.[C:16](=[O:17])([O-:18])[O-:19].[Cs+:20].[Cs+:21].[F:1][C:2]([c:3]1[cH:4][cH:5][cH:6][c:7]2[c:8]([OH:13])[cH:9][cH:10][n:11][c:12]12)([F:14])[F:15].[O:39]=[CH:40][N:41]([CH3:42])[CH3:43].[OH2:38]>>[F:1][C:2]([c:3]1[cH:4][cH:5][cH:6][c:7]2[c:8]([O:13][CH2:23][CH2:24][CH2:25][CH2:26][CH2:27][O:28][c:29]3[c:30](=[O:37])[cH:31][c:32]([CH2:35][OH:36])[o:33][cH:34]3)[cH:9][cH:10][n:11][c:12]12)([F:14])[F:15]. As a reaction SMILES: [CH3:17][c:18]1[n:19][c:20]2[c:26]([s:27]1)[NH:25][c:24]1[c:23]([cH:31][cH:30][cH:29][cH:28]1)[N:22]=[C:21]2[NH2:32].[CH3:1][O:2][c:3]1[cH:4][cH:5][c:6]([CH2:9][CH2:10][CH:11]2[NH:12][CH2:13][CH2:14][NH:15][CH2:16]2)[cH:7][cH:8]1.[CH3:33][N:34]1[CH2:35][CH2:36][CH2:37][C:38]1=[O:39].[CH3:40][CH2:41][O:42][C:43](=[O:44])[CH3:45].[OH2:46]>>[CH3:1][O:2][c:3]1[cH:4][cH:5][c:6]([CH2:9][CH2:10][CH:11]2[NH:12][CH2:13][CH2:14][N:15]([C:21]3=[N:22][c:23]4[c:24]([cH:28][cH:29][cH:30][cH:31]4)[NH:25][c:26]4[c:20]3[n:19][c:18]([CH3:17])[s:27]4)[CH2:16]2)[cH:7][cH:8]1. Starting materials: Cc1nc2c(s1)Nc1ccccc1N=C2N, COc1ccc(CCC2CNCCN2)cc1, CN1CCCC1=O, CCOC(C)=O, O. Yields the product COc1ccc(CCC2CN(C3=Nc4ccccc4Nc4sc(C)nc43)CCN2)cc1. Reactants: O1C(COC2=CC=C3C(CC(OC3=C2)(C)C)C2=CC=CC=C2)C1 (7-(2,3-epoxypropoxy)-2,2-dimethyl-4-phenylchroman), CNC (dimethylamine). Solvent: C(C)O (ethanol). Yields the product OC(COC1=CC=C2C(CC(OC2=C1)(C)C)C1=CC=CC=C1)CN(C)C (7-(2-hydroxy-3-dimethylaminopropoxy)-2,2-dimethyl-4-phenylchroman). Isolated yield 97.0%. As a reaction SMILES: [O:1]1[CH2:23][CH:2]1[CH2:3][O:4][C:5]1[CH:14]=[C:13]2[C:8]([CH:9]([C:17]3[CH:22]=[CH:21][CH:20]=[CH:19][CH:18]=3)[CH2:10][C:11]([CH3:16])([CH3:15])[O:12]2)=[CH:7][CH:6]=1.[CH3:24][NH:25][CH3:26]>C(O)C>[OH:1][CH:2]([CH2:23][N:25]([CH3:26])[CH3:24])[CH2:3][O:4][C:5]1[CH:14]=[C:13]2[C:8]([CH:9]([C:17]3[CH:22]=[CH:21][CH:20]=[CH:19][CH:18]=3)[CH2:10][C:11]([CH3:16])([CH3:15])[O:12]2)=[CH:7][CH:6]=1. Reported procedure: A mixture of 7-(2,3-epoxypropoxy)-2,2-dimethyl-4-phenylchroman (6.1 g), anhydrous dimethylamine (15 ml) and ethanol were left to stand at ambient temperature until tlc showed that reaction was complete (c. 2 hrs.). Removal of the solvent in vacuo gave 7-(2-hydroxy-3-dimethylaminopropoxy)-2,2-dimethyl-4-phenylchroman (6.8 g, 97%) isolated as the hydrochloride salt, m.p. 210°-215°, from acetone-ethanol.